From a dataset of the Open Reaction Database (ORD), a public repository of structured organic reaction records. describe an organic reaction: reactants, conditions, products, and yield Starting materials: Cc1cc(C=Cc2ccccc2OCC2CO2)on1, CC(C)N, CC(C)O. Yields the product Cc1cc(C=Cc2ccccc2OCC(O)C(N)C(C)C)on1. RXN SMILES: [CH3:1][c:2]1[n:3][o:4][c:5]([CH:7]=[CH:8][c:9]2[c:10]([O:15][CH2:16][CH:17]3[CH2:18][O:19]3)[cH:11][cH:12][cH:13][cH:14]2)[cH:6]1.[CH3:20][CH:21]([CH3:22])[NH2:23].[CH:24]([CH3:25])([CH3:26])[OH:27]>>[CH3:1][c:2]1[n:3][o:4][c:5]([CH:7]=[CH:8][c:9]2[c:10]([O:15][CH2:16][CH:17]([CH:18]([NH2:23])[CH:24]([CH3:25])[CH3:26])[OH:19])[cH:11][cH:12][cH:13][cH:14]2)[cH:6]1. The reactants are O=C([O-])[O-], CN(C)C=O, ClCc1cscn1, Cl, [K+], [K+], O, O=[N+]([O-])c1ccc(O)cc1. Product: O=[N+]([O-])c1ccc(OCc2cscn2)cc1. As a reaction SMILES: [C:19](=[O:20])([O-:21])[O-:22].[CH3:25][N:26]([CH3:27])[CH:28]=[O:29].[Cl:12][CH2:13][c:14]1[n:15][cH:16][s:17][cH:18]1.[ClH:11].[K+:23].[K+:24].[OH2:30].[OH:1][c:2]1[cH:3][cH:4][c:5]([N+:8]([O-:9])=[O:10])[cH:6][cH:7]1>>[O:1]([c:2]1[cH:3][cH:4][c:5]([N+:8]([O-:9])=[O:10])[cH:6][cH:7]1)[CH2:13][c:14]1[n:15][cH:16][s:17][cH:18]1. Procedure details: The mixture of 4-[2-(2-Carbamimidoyl-5,6a,7,11b-tetrahydro-6H-indeno[2,1-c]quinolin-6-yl)-5-hydroxy-4-methoxy-phenoxy]-benzoic acid methyl ester (54 mg, 0.1 mmol) and lithium hydroxide monohydrate (21 mg, 0.5 mmol) in 2.5 mL of MeOH and 1.5 mL of H2O was stirred at room temperature overnight. The desired product 4-[2-(2-Carbamimidoyl-5,6a,7,11b-tetrahydro-6H-indeno[2,1-c]quinolin-6-yl)-5-hydroxy-4-methoxy-phenoxy]-benzoic acid was purified using reverse phase HPLC. Mass spectrum 521 (M+1). Starting materials: COC(C1=CC=C(C=C1)OC1=C(C=C(C(=C1)O)OC)C1NC2=CC=C(C=C2C2C1CC1=CC=CC=C12)C(N)=N)=O (4-[2-(2-Carbamimidoyl-5,6a,7,11b-tetrahydro-6H-indeno[2,1-c]quinolin-6-yl)-5-hydroxy-4-methoxy-phenoxy]-benzoic acid methyl ester), O.[OH-].[Li+] (lithium hydroxide monohydrate). Yields the product C(N)(=N)C=1C=C2C3C(C(NC2=CC1)C1=C(OC2=CC=C(C(=O)O)C=C2)C=C(C(=C1)OC)O)CC1=CC=CC=C13 (4-[2-(2-Carbamimidoyl-5,6a,7,11b-tetrahydro-6H-indeno[2,1-c]quinolin-6-yl)-5-hydroxy-4-methoxy-phenoxy]-benzoic acid). Reaction SMILES: C[O:2][C:3](=[O:40])[C:4]1[CH:9]=[CH:8][C:7]([O:10][C:11]2[CH:16]=[C:15]([OH:17])[C:14]([O:18][CH3:19])=[CH:13][C:12]=2[CH:20]2[CH:29]3[CH2:30][C:31]4[C:36]([CH:28]3[C:27]3[C:22](=[CH:23][CH:24]=[C:25]([C:37](=[NH:39])[NH2:38])[CH:26]=3)[NH:21]2)=[CH:35][CH:34]=[CH:33][CH:32]=4)=[CH:6][CH:5]=1.O.[OH-].[Li+]>CO.O>[C:37]([C:25]1[CH:26]=[C:27]2[C:22](=[CH:23][CH:24]=1)[NH:21][CH:20]([C:12]1[CH:13]=[C:14]([O:18][CH3:19])[C:15]([OH:17])=[CH:16][C:11]=1[O:10][C:7]1[CH:6]=[CH:5][C:4]([C:3]([OH:40])=[O:2])=[CH:9][CH:8]=1)[CH:29]1[CH2:30][C:31]3[C:36]([CH:28]21)=[CH:35][CH:34]=[CH:33][CH:32]=3)(=[NH:38])[NH2:39] |f:1.2.3|. Reaction conditions: time 8 hour. The solvent is CO (MeOH), O (H2O). The reactants are CN(C1=CC(=CC=C1)[N+](=O)[O-])C (N,N-dimethyl-3-nitroaniline), ClN1C(CCC1=O)=O (N-chlorosuccinimide). The solvent is CN(C)C=O (DMF), CN(C)C=O (DMF). Reaction conditions: time 24 hour. Product: CN(C1=C(C(=CC=C1)[N+](=O)[O-])Cl)C (N,N-dimethyl-2-chloro-3-nitroaniline). The yield is 101.2%. Reaction SMILES: [CH3:1][N:2]([CH3:12])[C:3]1[CH:8]=[CH:7][CH:6]=[C:5]([N+:9]([O-:11])=[O:10])[CH:4]=1.[Cl:13]N1C(=O)CCC1=O>CN(C=O)C>[CH3:1][N:2]([CH3:12])[C:3]1[CH:8]=[CH:7][CH:6]=[C:5]([N+:9]([O-:11])=[O:10])[C:4]=1[Cl:13]. Procedure: 25 g of N,N-dimethyl-3-nitroaniline is dissolved in 225 ml of DMF. 20 g of N-chlorosuccinimide dissolved in 190 ml of DMF is slowly added dropwise and the solution is stirred at RT. After 24 hours, the solvent is evaporated. About 500 ml of ice is added to the red residue. The suspension is extracted three times with about 200 ml of diethylether. The ether phases are dried over Na2SO4, filtered, and evaporated down. 30.4 g of N,N-dimethyl-2-chloro-3-nitroaniline is obtained as a red oil. The cru... The reactants are O=P12OP3(=O)OP(=O)(O1)OP(=O)(O2)O3 (phosphorous pentoxide), C1(=CC=C(C=C1)S(=O)C1=CC=C(C=C1)C)C (p-tolylsulfoxide), C12(C(=O)CC(CC1)C2(C)C)CS(=O)(=O)[O-].[NH4+] (ammonium 10-camphorsulfonate), CS(=O)(=O)O (methanesulfonic acid), C(CCCCCCC)OC1=CC=CC=C1 (n-octylphenyl ether). Conditions: time 0.5 hour. Yields the product C12(C(=O)CC(CC1)C2(C)C)CS(=O)(=O)[O-].C2(=CC=C(C=C2)[S+](C2=CC=C(C=C2)OCCCCCCCC)C2=CC=C(C=C2)C)C (di-(4-tolyl)-4-octyloxyphenylsulfonium 10-camphorsulfonate). As a reaction SMILES: O=P12OP3(OP(OP(O3)(O1)=O)(=O)O2)=O.CS(O)(=O)=O.[CH2:20]([O:28][C:29]1[CH:34]=[CH:33][CH:32]=[CH:31][CH:30]=1)[CH2:21][CH2:22][CH2:23][CH2:24][CH2:25][CH2:26][CH3:27].[C:35]1([CH3:50])[CH:40]=[CH:39][C:38]([S:41]([C:43]2[CH:48]=[CH:47][C:46]([CH3:49])=[CH:45][CH:44]=2)=O)=[CH:37][CH:36]=1.[C:51]12([CH2:61][S:62]([O-:65])(=[O:64])=[O:63])[C:58]([CH3:60])([CH3:59])[CH:55]([CH2:56][CH2:57]1)[CH2:54][C:52]2=[O:53].[NH4+]>>[C:51]12([CH2:61][S:62]([O-:65])(=[O:63])=[O:64])[C:58]([CH3:60])([CH3:59])[CH:55]([CH2:56][CH2:57]1)[CH2:54][C:52]2=[O:53].[C:46]1([CH3:49])[CH:45]=[CH:44][C:43]([S+:41]([C:38]2[CH:39]=[CH:40][C:35]([CH3:50])=[CH:36][CH:37]=2)[C:32]2[CH:31]=[CH:30][C:29]([O:28][CH2:20][CH2:21][CH2:22][CH2:23][CH2:24][CH2:25][CH2:26][CH3:27])=[CH:34][CH:33]=2)=[CH:48][CH:47]=1 |f:4.5,6.7|. Reported procedure: A 3-neck flask equipped with a thermometer, a nitrogen outlet and a mechanical stirrer, was charged with phosphorous pentoxide (8.64 g) followed by methanesulfonic acid (85.20 g). The resulting mixture was stirred at room temperature for 0.5 hour and then heated at 50° C. for 2-3 hours to obtain a homogeneous suspension. The mixture was cooled to below 10° C. in an ice-water bath and n-octylphenyl ether (21.66 g, 0.105 mol) was added. Next, p-tolylsulfoxide (20.03 g, 0.10 mol) was added with goo... Reactants: CC1=C(C=CC=C1)N1C=CC=2C(=NC=3C(=CC=CC3C21)OC(F)(F)F)Cl (1-(2-Methylphenyl)-4-chloro-6-trifluoromethoxypyrrolo[3,2-c]quinoline). The solvent is C(O)CN (ethanolamine). The product is CC1=C(C=CC=C1)N1C=CC=2C(=NC=3C(=CC=CC3C21)OC(F)(F)F)NCCO (1-(2-methylphenyl)-4-[(2-hydroxyethyl)amino]-6-trifluoromethoxypyrrolo[3,2-c]quinoline). The yield is 144.0%. As a reaction SMILES: [CH3:1][C:2]1[CH:7]=[CH:6][CH:5]=[CH:4][C:3]=1[N:8]1[C:20]2[C:19]3[CH:18]=[CH:17][CH:16]=[C:15]([O:21][C:22]([F:25])([F:24])[F:23])[C:14]=3[N:13]=[C:12](Cl)[C:11]=2[CH:10]=[CH:9]1>C(CN)O>[CH3:1][C:2]1[CH:7]=[CH:6][CH:5]=[CH:4][C:3]=1[N:8]1[C:20]2[C:19]3[CH:18]=[CH:17][CH:16]=[C:15]([O:21][C:22]([F:25])([F:24])[F:23])[C:14]=3[N:13]=[C:12]([NH:13][CH2:14][CH2:15][OH:21])[C:11]=2[CH:10]=[CH:9]1. Procedure details: 1-(2-Methylphenyl)-4-chloro-6-trifluoromethoxypyrrolo[3,2-c]quinoline(377 mg, 1.0 mmol) was dissolved in ethanolamine(10 ml) in the pressure tube, then reacted at the same condition of Step 3 in the Example 6 to obtain 289 mg of desired compound as solid in 72% of yield. Product: COC1c2c(ccc3cnn(CC(C)N)c23)OCC1O. Reaction SMILES: [CH3:38][OH:39].[OH:1][CH:2]1[CH:3]([O:29][CH3:30])[c:4]2[c:5]([cH:6][cH:7][c:8]3[cH:9][n:10][n:11]([CH2:13][CH:14]([CH3:15])[NH:16][C:17](=[O:18])[O:19][CH2:20][c:21]4[cH:22][cH:23][cH:24][cH:25][cH:26]4)[c:12]23)[O:27][CH2:28]1.[OH:31][C:32]([C:33]([F:34])([F:35])[F:36])=[O:37]>>[OH:1][CH:2]1[CH:3]([O:29][CH3:30])[c:4]2[c:5]([cH:6][cH:7][c:8]3[cH:9][n:10][n:11]([CH2:13][CH:14]([CH3:15])[NH2:16])[c:12]23)[O:27][CH2:28]1. The reactants are CO, COC1c2c(ccc3cnn(CC(C)NC(=O)OCc4ccccc4)c23)OCC1O, O=C(O)C(F)(F)F. Starting materials: CCN(CC)CCN, COCCOC, [O-][n+]1nc(Cl)nc2cc3c(cc21)CCC3. Yields the product CCN(CC)CCNc1nc2cc3c(cc2[n+]([O-])n1)CCC3. RXN SMILES: [CH2:1]([CH3:2])[N:3]([CH2:4][CH2:5][NH2:6])[CH2:7][CH3:8].[CH3:24][O:25][CH2:26][CH2:27][O:28][CH3:29].[Cl:9][c:10]1[n:11][n+:12]([O-:23])[c:13]2[c:14]([n:15]1)[cH:16][c:17]1[c:21]([cH:22]2)[CH2:20][CH2:19][CH2:18]1>>[CH2:1]([CH3:2])[N:3]([CH2:4][CH2:5][NH:6][c:10]1[n:11][n+:12]([O-:23])[c:13]2[c:14]([n:15]1)[cH:16][c:17]1[c:21]([cH:22]2)[CH2:20][CH2:19][CH2:18]1)[CH2:7][CH3:8]. The reactants are Cn1ncc(Br)c1-c1c(F)ccc([N+](=O)[O-])c1F, Cn1cc(Br)c(-c2c(F)ccc([N+](=O)[O-])c2F)n1, [Cl-], [NH4+], C1COCCO1, O, [Zn]. Product: Cn1ncc(Br)c1-c1c(F)ccc(N)c1F. Reaction SMILES: [Br:19][c:20]1[cH:21][n:22][n:23]([CH3:36])[c:24]1-[c:25]1[c:26]([F:35])[c:27]([N+:32]([O-:33])=[O:34])[cH:28][cH:29][c:30]1[F:31].[Br:1][c:2]1[c:3](-[c:4]2[c:5]([F:6])[cH:7][cH:8][c:9]([N+:10]([O-:11])=[O:12])[c:13]2[F:14])[n:15][n:16]([CH3:17])[cH:18]1.[Cl-:37].[NH4+:38].[O:39]1[CH2:40][CH2:41][O:42][CH2:43][CH2:44]1.[OH2:45].[Zn:46]>>[Br:19][c:20]1[cH:21][n:22][n:23]([CH3:36])[c:24]1-[c:25]1[c:26]([F:35])[c:27]([NH2:32])[cH:28][cH:29][c:30]1[F:31].